Dataset: the Open Reaction Database (ORD), a public repository of structured organic reaction records. Task: describe an organic reaction: reactants, conditions, products, and yield As a reaction SMILES: Br[C:2]1[CH:12]=[CH:11][C:5]2[NH:6][C:7]([CH2:9][CH3:10])=[N:8][C:4]=2[C:3]=1[Cl:13].[C:14]([Cu])#[N:15]>CN1C(=O)CCC1>[Cl:13][C:3]1[C:4]2[N:8]=[C:7]([CH2:9][CH3:10])[NH:6][C:5]=2[CH:11]=[CH:12][C:2]=1[C:14]#[N:15]. The product is ClC1=C(C=CC=2NC(=NC21)CC)C#N (4-Chloro-2-ethyl-1H-benzimidazole-5-carbonitrile). The yield is 35.5%. Reaction conditions: temperature 220 celsius. The solvent is CN1CCCC1=O (NMP). Reactants: BrC1=C(C2=C(NC(=N2)CC)C=C1)Cl (5-Bromo-4-chloro-2-ethyl-1H-benzimidazole), C(#N)[Cu] (CuCN). Reported procedure: 5-Bromo-4-chloro-2-ethyl-1H-benzimidazole (0.050 g, 0.192 mmol) and CuCN (0.030 g, 0.576 mmol) were combined in NMP (3 mL) and heated to 220° C. for 20 min in a microwave. The cooled mixture was partitioned between Et2O and water. The organic portion was washed with brine, dried (Na2SO4), filtered, and concentrated in vacuo. Purification (SiO2, EtOAc/hexanes) afforded the title compound (0.014 g): MS (ESI) m/z 206 (M+1).